Dataset: the Open Reaction Database (ORD), a public repository of structured organic reaction records. Task: describe an organic reaction: reactants, conditions, products, and yield The reactants are C(C)(=O)O (acetic acid), Br[C@H]1[C@@H](C2=CC=CC=C2C1)O (trans-(±)-2-bromoindan-1-ol), C(C)#N (acetonitrile), S(O)(O)(=O)=O (sulfuric acid). The solvent is O (water). Conditions: temperature 60 celsius, time 35 minute. The product is N[C@H]1[C@H](CC2=CC=CC=C12)O (cis-(±)-1-aminoindan-2-ol). As a reaction SMILES: [C:1]([OH:4])(=O)[CH3:2].Br[C@@H]1C[C:13]2[C:8](=[CH:9][CH:10]=[CH:11][CH:12]=2)[C@H:7]1O.C(#[N:18])C.S(=O)(=O)(O)O>O>[NH2:18][C@@H:7]1[C:8]2[C:13](=[CH:12][CH:11]=[CH:10][CH:9]=2)[CH2:2][C@@H:1]1[OH:4]. Procedure: Into a 200 ml four-neck flask, 50 ml of acetic acid, 21.3 g (0.1 mol) of trans-(±)-2-bromoindan-1-ol (I), and 4.52 g (0.11 mol) of acetonitrile were introduced. While the mixture was stirred, 12.1 g (0.12 mol) of 97% sulfuric acid was dropwise added thereto at 23°-25° C. in a period of 35 minutes. The crystal totally disappeared. The reaction liquid was further stirred at room temperature for 20 hours. When dispersed into 200 ml of water, the reaction liquid became a white slurry. As this slurry... Procedure: N-(4-pentenoyl)valyl-pdCpA was prepared. Treatment of S-valine methyl ester with 4-pentenoic anhydride afforded the respective amide as a colorless oil in 73% yield. Following hydrolysis of the ester moiety (LiOH, aq THF), the derived intermediate was converted to the respective cyanomethyl ester (4). Admixture of 4 and pdCpA Robertson, et al., Nucleic Acids Res. 17:9649 (1989), in freshly distilled DMF afforded N-(4-pentenoyl)valyl-pdCpA (5) as a colorless solid in 94% yield. A sample of N-(2-n... RXN SMILES: C(OC(=O)CCC=C)(=O)CCC=C.[Li+].[OH-].[CH2:16]([O:23][C:24](=[O:47])[C@H:25]([CH:44]([CH3:46])[CH3:45])[NH:26]C(=O)C(NC(OCC1C=CC=CC=1)=O)CC=C)[C:17]1[CH:22]=[CH:21][CH:20]=[CH:19][CH:18]=1.C1[C@H](N2C(=O)N=C(N)C=C2)O[C@H](COP(O)(O)=O)[C@H]1OP(OC[C@H]1O[C@@H](N2C3N=CN=C(N)C=3N=C2)[C@H](O)[C@@H]1O)(O)=O>CN(C=O)C.C1COCC1>[CH2:16]([O:23][C:24](=[O:47])[C@H:25]([CH:44]([CH3:45])[CH3:46])[NH2:26])[C:17]1[CH:22]=[CH:21][CH:20]=[CH:19][CH:18]=1 |f:1.2|. Starting materials: C(CCC=C)(=O)OC(CCC=C)=O (4-pentenoic anhydride), [Li+].[OH-] (LiOH), C1[C@@H]([C@H](O[C@H]1N2C=CC(=NC2=O)N)COP(=O)(O)O)OP(=O)(O)OC[C@@H]3[C@H]([C@H]([C@@H](O3)N4C=NC5=C4N=CN=C5N)O)O (pdCpA), Nucleic Acids, C(C1=CC=CC=C1)OC([C@@H](NC(C(CC=C)NC(=O)OCC1=CC=CC=C1)=O)C(C)C)=O (N-(N-benzyloxycarbonyl-2-amino-4-Pentenoyl)-L-valine benzyl ester). Yield: 94.0%. Product: C(C1=CC=CC=C1)OC([C@@H](N)C(C)C)=O (valine benzyl ester). Solvent: C1CCOC1 (THF), CN(C)C=O (DMF). Reactants: ClCCl, Cc1cc(Cn2ccc3cc(C(=O)O)ccc32)c2c(n1)CC=CC2, O=S(Cl)Cl. The product is Cc1cc(Cn2ccc3cc(C(=O)Cl)ccc32)c2c(n1)CC=CC2. RXN SMILES: [CH2:29]([Cl:30])[Cl:31].[CH3:5][c:6]1[n:7][c:8]2[c:13]([c:14]([CH2:16][n:17]3[cH:18][cH:19][c:20]4[cH:21][c:22]([C:26](=[O:27])[OH:28])[cH:23][cH:24][c:25]34)[cH:15]1)[CH2:12][CH:11]=[CH:10][CH2:9]2.[S:1]([Cl:2])([Cl:3])=[O:4]>>[Cl:3][C:26]([c:22]1[cH:21][c:20]2[cH:19][cH:18][n:17]([CH2:16][c:14]3[c:13]4[c:8]([n:7][c:6]([CH3:5])[cH:15]3)[CH2:9][CH:10]=[CH:11][CH2:12]4)[c:25]2[cH:24][cH:23]1)=[O:28]. Starting materials: CN, ClCc1cc2ccccc2o1, O. Product: CNCc1cc2ccccc2o1. Reaction SMILES: [CH3:12][NH2:13].[Cl:1][CH2:2][c:3]1[o:4][c:5]2[c:6]([cH:7]1)[cH:8][cH:9][cH:10][cH:11]2.[OH2:14]>>[CH2:2]([c:3]1[o:4][c:5]2[c:6]([cH:7]1)[cH:8][cH:9][cH:10][cH:11]2)[NH:13][CH3:12]. Starting materials: BrB(Br)Br (tribromoborane), C([O-])([O-])=O.[Na+].[Na+] (sodium carbonate), COC=1C=CC2=C(N=C(S2)C2=C(NN=C2C)N)C1 (4-(5-methoxy-benzothiazol-2-yl)-5-methyl-2H-pyrazol-3-ylamine), solution. The solvent is C(Cl)Cl (CH2Cl2), ClCCl (dichloromethane). Run at temperature 4 celsius, time 8 hour. Product: NC1=C(C(=NN1)C)C=1SC2=C(N1)C=C(C=C2)O (2-(5-Amino-3-methyl-1H-pyrazol-4-yl)benzothiazol-5-ol). The yield is 17.7%. Reaction SMILES: C[O:2][C:3]1[CH:4]=[CH:5][C:6]2[S:10][C:9]([C:11]3[C:15]([CH3:16])=[N:14][NH:13][C:12]=3[NH2:17])=[N:8][C:7]=2[CH:18]=1.BrB(Br)Br.C(=O)([O-])[O-].[Na+].[Na+]>C(Cl)Cl>[NH2:17][C:12]1[NH:13][N:14]=[C:15]([CH3:16])[C:11]=1[C:9]1[S:10][C:6]2[CH:5]=[CH:4][C:3]([OH:2])=[CH:18][C:7]=2[N:8]=1 |f:2.3.4|. Procedure: To a suspension of 4-(5-methoxy-benzothiazol-2-yl)-5-methyl-2H-pyrazol-3-ylamine (60 mg, 0.23 mmol) in CH2Cl2 (5 mL) at 4° C. was slowly added tribromoborane (2.3 mL of a 1M solution in dichloromethane, 2.3 mmol). The reaction temperature was maintained at 4° C. and the solution was stirred overnight. The mixture was then neutralized with sodium carbonate solution. The resulting solids were isolated by filtration and were purified by flash chromatography eluting with CHCl3:MeOH=9:1 to yield 10 m...